From a dataset of the Open Reaction Database (ORD), a public repository of structured organic reaction records. describe an organic reaction: reactants, conditions, products, and yield The product is CCc1nc2cc(O[Si](C)(C)C(C)(C)C)ccc2n1-c1ccc(CCBr)cc1. Reactants: CCc1nc2cc(O)ccc2n1-c1ccc(CCBr)cc1, CC(C)(C)[Si](C)(C)Cl, CN(C)C=O, O, c1c[nH]cn1. RXN SMILES: [Br:1][CH2:2][CH2:3][c:4]1[cH:5][cH:6][c:7](-[n:10]2[c:11]([CH2:20][CH3:21])[n:12][c:13]3[c:14]2[cH:15][cH:16][c:17]([OH:19])[cH:18]3)[cH:8][cH:9]1.[C:22]([CH3:23])([CH3:24])([CH3:25])[Si:26]([CH3:27])([CH3:28])[Cl:29].[O:36]=[CH:37][N:38]([CH3:39])[CH3:40].[OH2:35].[nH:30]1[cH:31][cH:32][n:33][cH:34]1>>[Br:1][CH2:2][CH2:3][c:4]1[cH:5][cH:6][c:7](-[n:10]2[c:11]([CH2:20][CH3:21])[n:12][c:13]3[c:14]2[cH:15][cH:16][c:17]([O:19][Si:26]([C:22]([CH3:23])([CH3:24])[CH3:25])([CH3:27])[CH3:28])[cH:18]3)[cH:8][cH:9]1.